Dataset: the Open Reaction Database (ORD), a public repository of structured organic reaction records. Task: describe an organic reaction: reactants, conditions, products, and yield The reactants are FC1=CC=2C=3C(=CNC2C=C1N1CCNCC1)C(N(N3)C3=CC=CC=C3)=O (8-Fluoro-2-phenyl-7-piperazin-1-yl-2,5-dihydro-pyrazolo[4,3-c]quinolin-3-one), FC=1C(=CC=2C=3C(=CNC2C1)C(N(N3)C3=CC=CC=C3)=O)F (7,8-Difluoro-2-phenyl-2,5-dihydro-pyrazolo-[4,3-c]quinolin-3-one), CN(C1CCNCC1)C (4-dimethylaminopiperidine). Yields the product CN(C1CCN(CC1)C=1C(=CC=2C=3C(=CNC2C1)C(N(N3)C3=CC=CC=C3)=O)F)C (7-(4-Dimethylaminopiperidin-1-yl)-8-fluoro-2-phenyl-2,5-dihydro-pyrazolo [4,3-c]quinolin-3-one). Reaction SMILES: [F:1][C:2]1[C:11]([N:12]2[CH2:17]CN[CH2:14][CH2:13]2)=[CH:10][C:9]2[NH:8][CH:7]=[C:6]3[C:18](=[O:27])[N:19]([C:21]4[CH:26]=[CH:25][CH:24]=[CH:23][CH:22]=4)[N:20]=[C:5]3[C:4]=2[CH:3]=1.FC1C(F)=CC2C3C(C(=O)N(C4C=CC=CC=4)N=3)=CNC=2C=1.[CH3:50][N:51]([CH3:58])[CH:52]1CCNC[CH2:53]1>>[CH3:50][N:51]([CH3:58])[CH:52]1[CH2:14][CH2:13][N:12]([C:11]2[C:2]([F:1])=[CH:3][C:4]3[C:5]4[C:6]([C:18](=[O:27])[N:19]([C:21]5[CH:26]=[CH:25][CH:24]=[CH:23][CH:22]=5)[N:20]=4)=[CH:7][NH:8][C:9]=3[CH:10]=2)[CH2:17][CH2:53]1. Procedure: The title compound was prepared following the procedure described in the synthesis of 28a using 27a and 4-dimethylaminopiperidine. 1H-NMR (DMSO-d6) δ (ppm): 1.56 (2H, brm), 1.89 (2H, brm), 2.22 (6H, s), 2.74 (2H, brm), 3.13 (1H, brm), 3.52 (2H, brm), 7.10 (1H, m), 7.22 (1H, d, J=7.96 Hz), 7.40 (2H, t, J=7.42 Hz), 7.76 (2H, d, J=2.91 Hz), 8.20 (2H, m), 8.64 (1H, s). m/z 406.4 (MH+). As a reaction SMILES: [N+:1]([C:4]1[CH:5]=[C:6]([CH:9]=[CH:10][CH:11]=1)[CH:7]=O)([O-:3])=[O:2].[CH2:12]([O:14][C:15](=[O:36])[CH:16]=P(C1C=CC=CC=1)(C1C=CC=CC=1)C1C=CC=CC=1)[CH3:13]>C(Cl)Cl>[CH2:12]([O:14][C:15](=[O:36])[CH:16]=[CH:7][C:6]1[CH:9]=[CH:10][CH:11]=[C:4]([N+:1]([O-:3])=[O:2])[CH:5]=1)[CH3:13]. The yield is 74.6%. Starting materials: [N+](=O)([O-])C=1C=C(C=O)C=CC1 (3-nitro-benzaldehyde), C(C)OC(C=P(C1=CC=CC=C1)(C1=CC=CC=C1)C1=CC=CC=C1)=O ((triphenyl-phosphanylidene)acetic acid ethyl ester). Yields the product C(C)OC(C=CC1=CC(=CC=C1)[N+](=O)[O-])=O (3-(3-nitrophenyl)acrylic acid ethyl ester). Conditions: time 1 hour. Reported procedure: To a solution of 3-nitro-benzaldehyde (15.1 g, 0.1 mol) in CH2Cl2 (200 mL) was added dropwise (triphenyl-phosphanylidene)acetic acid ethyl ester (34.8 g, 0.1 mol) in CH2Cl2 (100 mL) at 0° C. After the addition was complete, the resulting mixture was stirred for 1 h. After removal the solvent under reduced pressure, the residue was purified by column chromatography to afford 3-(3-nitrophenyl)acrylic acid ethyl ester (16.5 g, 74.6% yield). 1H NMR (400 MHz, CDCl3): δ 8.42 (s, 1H), 8.23 (dd, J=0.8, ... Solvent: C(Cl)Cl (CH2Cl2), C(Cl)Cl (CH2Cl2). Reactants: ClC(Cl)Cl, O=C(OO)c1cccc(Cl)c1, O=c1nc(-c2cccc(SCCc3ccccc3)n2)sc2ccccc12. The product is O=c1nc(-c2cccc(S(=O)CCc3ccccc3)n2)sc2ccccc12. RXN SMILES: [CH:38]([Cl:39])([Cl:40])[Cl:41].[OH:27][O:28][C:29]([c:30]1[cH:31][c:32]([Cl:33])[cH:34][cH:35][cH:36]1)=[O:37].[c:1]1([CH2:7][CH2:8][S:9][c:10]2[cH:11][cH:12][cH:13][c:14](-[c:16]3[s:17][c:18]4[c:19]([c:20](=[O:22])[n:21]3)[cH:23][cH:24][cH:25][cH:26]4)[n:15]2)[cH:2][cH:3][cH:4][cH:5][cH:6]1>>[c:1]1([CH2:7][CH2:8][S:9]([c:10]2[cH:11][cH:12][cH:13][c:14](-[c:16]3[s:17][c:18]4[c:19]([c:20](=[O:22])[n:21]3)[cH:23][cH:24][cH:25][cH:26]4)[n:15]2)=[O:27])[cH:2][cH:3][cH:4][cH:5][cH:6]1. The reactants are C(C)C=1C(NC(NC1OC1=CC(=CC(=C1)C)C)=O)=O (5-Ethyl-6-(3,5-dimethylphenoxy)-2,4-pyrimidinedione), COC=1C=C(CBr)C=C(C1)OC (3,5-dimethoxybenzyl bromide). Yields the product COC=1C=C(CN2C(NC(C(=C2OC2=CC(=CC(=C2)C)C)CC)=O)=O)C=C(C1)OC (1-(3,5-Dimethoxybenzyl)-5-ethyl-6-(3,5-dimethylphenoxy)-2,4-pyrimidinedione). The yield is 68.0%. RXN SMILES: [CH2:1]([C:3]1[C:4](=[O:19])[NH:5][C:6](=[O:18])[NH:7][C:8]=1[O:9][C:10]1[CH:15]=[C:14]([CH3:16])[CH:13]=[C:12]([CH3:17])[CH:11]=1)[CH3:2].[CH3:20][O:21][C:22]1[CH:23]=[C:24]([CH:27]=[C:28]([O:30][CH3:31])[CH:29]=1)[CH2:25]Br>>[CH3:31][O:30][C:28]1[CH:27]=[C:24]([CH:23]=[C:22]([O:21][CH3:20])[CH:29]=1)[CH2:25][N:7]1[C:8]([O:9][C:10]2[CH:11]=[C:12]([CH3:17])[CH:13]=[C:14]([CH3:16])[CH:15]=2)=[C:3]([CH2:1][CH3:2])[C:4](=[O:19])[NH:5][C:6]1=[O:18]. Procedure: 5-Ethyl-6-(3,5-dimethylphenoxy)-2,4-pyrimidinedione and 3,5-dimethoxybenzyl bromide were reacted by the same way with the example 1 to obtain the titled compound (279 mg, yield: 68.0%).